From a dataset of the Open Reaction Database (ORD), a public repository of structured organic reaction records. describe an organic reaction: reactants, conditions, products, and yield The reactants are C(C)C1C(CCC(C(OC(C2CCCCN2C(C(C2(C(CC(C(C(CC(CC(=C1)C)C)OC)O2)OC)C)O)=O)=O)=O)C(=CC2CC(C(CC2)N)OCC=C)C)C)=O (17-ethyl-1-hydroxy-12-[2'-(4"-amino-3"-allyloxycyclohexyl)-1'-methylvinyl]-23,25-dimethoxy-13,19,21,27-tetramethyl-11,28-dioxa-4-azatricyclo[22.3.1.04,9 ]octacos-18-ene-2,3,10,16-tetraone), C(=O)OC (methyl formate). Run at temperature 0 celsius, time 1 hour. Product: C(C)C1C(CCC(C(OC(C2CCCCN2C(C(C2(C(CC(C(C(CC(CC(=C1)C)C)OC)O2)OC)C)O)=O)=O)=O)C(=CC2CC(C(CC2)NC=O)OCC=C)C)C)=O (17-Ethyl-1-hydroxy-12-[2-(4"-formamido-3"-allyloxy-cyclohexyl)-1'-methylvinyl]-23,25-dimethoxy-13,19,21,27-tetramethyl-11,28-dioxa-4-azatricyclo-[22.3.1.04,9 ]octacos-18-ene-2,3,10,16-tetraone). Reaction SMILES: [CH2:1]([CH:3]1[CH:29]=[C:28]([CH3:30])[CH2:27][CH:26]([CH3:31])[CH2:25][CH:24]([O:32][CH3:33])[CH:23]2[O:34][C:19]([OH:38])([CH:20]([CH3:37])[CH2:21][CH:22]2[O:35][CH3:36])[C:18](=[O:39])[C:17](=[O:40])[N:16]2[CH:11]([CH2:12][CH2:13][CH2:14][CH2:15]2)[C:10](=[O:41])[O:9][CH:8]([C:42]([CH3:55])=[CH:43][CH:44]2[CH2:49][CH2:48][CH:47]([NH2:50])[CH:46]([O:51][CH2:52][CH:53]=[CH2:54])[CH2:45]2)[CH:7]([CH3:56])[CH2:6][CH2:5][C:4]1=[O:57])[CH3:2].[CH:58](OC)=[O:59]>>[CH2:1]([CH:3]1[CH:29]=[C:28]([CH3:30])[CH2:27][CH:26]([CH3:31])[CH2:25][CH:24]([O:32][CH3:33])[CH:23]2[O:34][C:19]([OH:38])([CH:20]([CH3:37])[CH2:21][CH:22]2[O:35][CH3:36])[C:18](=[O:39])[C:17](=[O:40])[N:16]2[CH:11]([CH2:12][CH2:13][CH2:14][CH2:15]2)[C:10](=[O:41])[O:9][CH:8]([C:42]([CH3:55])=[CH:43][CH:44]2[CH2:49][CH2:48][CH:47]([NH:50][CH:58]=[O:59])[CH:46]([O:51][CH2:52][CH:53]=[CH2:54])[CH2:45]2)[CH:7]([CH3:56])[CH2:6][CH2:5][C:4]1=[O:57])[CH3:2]. Reported procedure: The compound 17-ethyl-1-hydroxy-12-[2'-(4"-amino-3"-allyloxycyclohexyl)-1'-methylvinyl]-23,25-dimethoxy-13,19,21,27-tetramethyl-11,28-dioxa-4-azatricyclo[22.3.1.04,9 ]octacos-18-ene-2,3,10,16-tetraone (30 mg) is mixed with methyl formate (0.5 ml) and is stirred at 0° C. for 1 hr. The reaction mixture is allowed to warm to room temperature and then is stirred overnight. The excess methylformate is removed with nitrogen flow and the crude mixture is purified by preparative tlc on silica gel to giv... Starting materials: O1[C@@H]2[C@@H](C(C[C@@H]21)(C2=CC=CC=C2)C2=CC=CC=C2)O ((+)-rel-(1R,2R,3S)-2,3-epoxy-5,5-diphenylcyclopentan-1-ol). Solvent: CO (CH3OH). Yields the product C1(=CC=CC=C1)C1(CC=CC1O)C1=CC=CC=C1 ((-)-5,5-diphenyl-2-cyclopenten-1-ol). Reaction SMILES: O1[C@@H:6]2[C@H:2]1[C@H:3]([OH:19])[C:4]([C:13]1[CH:18]=[CH:17][CH:16]=[CH:15][CH:14]=1)([C:7]1[CH:12]=[CH:11][CH:10]=[CH:9][CH:8]=1)[CH2:5]2>CO>[C:7]1([C:4]2([C:13]3[CH:18]=[CH:17][CH:16]=[CH:15][CH:14]=3)[CH:3]([OH:19])[CH:2]=[CH:6][CH2:5]2)[CH:8]=[CH:9][CH:10]=[CH:11][CH:12]=1. Procedure details: (+)-rel-(1R,2R,3S)-2,3-epoxy-5,5-diphenylcyclopentan-1-ol [(+) isomer rich mixture; [α]D22 =+45.34° (C=0.743, CH3OH)] (-)-5,5-diphenyl-2-cyclopenten-1-ol were obtained according to a similar manner to that of Preparation 20. The reactants are C[Si](C#CC=1C=C2C=CN=CC2=CC1)(C)C (6-(2-(trimethylsilyl)ethynyl)isoquinoline), C([O-])([O-])=O.[K+].[K+] (potassium carbonate). Solvent: CCOC(=O)C (EtOAc), O (water), CO (MeOH). Run at time 1 hour. Yields the product C(#C)C=1C=C2C=CN=CC2=CC1 (6-ethynylisoquinoline). Yield: 86.6%. RXN SMILES: C[Si](C)(C)[C:3]#[C:4][C:5]1[CH:6]=[C:7]2[C:12](=[CH:13][CH:14]=1)[CH:11]=[N:10][CH:9]=[CH:8]2.C(=O)([O-])[O-].[K+].[K+]>CO.CCOC(C)=O.O>[C:4]([C:5]1[CH:6]=[C:7]2[C:12](=[CH:13][CH:14]=1)[CH:11]=[N:10][CH:9]=[CH:8]2)#[CH:3] |f:1.2.3|. Procedure: To a solution of 6-(2-(trimethylsilyl)ethynyl)isoquinoline (2.2 g, 9.8 mmol) in 45 mL of MeOH was added potassium carbonate (2.7 g, 20 mmol). After 1 hour, the reaction mixture was diluted with 100 mL of EtOAc and 50 mL of water. The mixture was partitioned and the aqueous portion was extracted three times with 50 mL of EtOAc. The combined organic layers were washed with 100 mL of brine and dried over MgSO4. Filtration and concentration under reduced pressure, followed by flash chromatography on... Reactants: CC(C)(C)c1ccc(-c2cccc(C3Nc4ccc(F)c(C(=O)O)c4CC3(C)C)c2)cc1, O=C(n1ccnc1)n1ccnc1, CN(C)C=O, NS(=O)(=O)C1CC1, [H-], [Na+]. RXN SMILES: [C:10]([CH3:11])([CH3:12])([CH3:13])[c:14]1[cH:15][cH:16][c:17](-[c:20]2[cH:21][c:22]([CH:26]3[NH:27][c:28]4[cH:29][cH:30][c:31]([F:41])[c:32]([C:38](=[O:39])[OH:40])[c:33]4[CH2:34][C:35]3([CH3:36])[CH3:37])[cH:23][cH:24][cH:25]2)[cH:18][cH:19]1.[C:42]([n:43]1[cH:44][cH:45][n:46][cH:47]1)([n:48]1[cH:49][cH:50][n:51][cH:52]1)=[O:53].[CH3:54][N:55]([CH3:56])[CH:57]=[O:58].[CH:3]1([S:6](=[O:7])(=[O:8])[NH2:9])[CH2:4][CH2:5]1.[H-:1].[Na+:2]>>[CH:3]1([S:6](=[O:7])(=[O:8])[NH:9][C:38]([c:32]2[c:31]([F:41])[cH:30][cH:29][c:28]3[c:33]2[CH2:34][C:35]([CH3:36])([CH3:37])[CH:26]([c:22]2[cH:21][c:20](-[c:17]4[cH:16][cH:15][c:14]([C:10]([CH3:11])([CH3:12])[CH3:13])[cH:19][cH:18]4)[cH:25][cH:24][cH:23]2)[NH:27]3)=[O:39])[CH2:4][CH2:5]1. Yields the product CC(C)(C)c1ccc(-c2cccc(C3Nc4ccc(F)c(C(=O)NS(=O)(=O)C5CC5)c4CC3(C)C)c2)cc1. Reactants: OC1=C(C=CC(=C1)O)NC(=O)C1=C(C=C(C=N1)OC[C@H](C)NC(OC(C)(C)C)=O)F (tert-butyl [(1S)-2-({6-[(2,4-dihydroxyphenyl)carbamoyl]-5-fluoropyridin-3-yl}oxy)-1-methylethyl]carbamate), C(C)I (ethyl iodide). The product is C(C)OC1=CC2=C(N=C(O2)C2=C(C=C(C=N2)OC[C@H](C)NC(OC(C)(C)C)=O)F)C=C1 (tert-butyl [(1S)-2-{[6-(6-ethoxy-1,3-benzoxazol-2-yl)-5-fluoropyridin-3-yl]oxy}-1-methylethyl]carbamate). RXN SMILES: O[C:2]1[CH:7]=[C:6]([OH:8])[CH:5]=[CH:4][C:3]=1[NH:9][C:10]([C:12]1[N:17]=[CH:16][C:15]([O:18][CH2:19][C@@H:20]([NH:22][C:23](=[O:29])[O:24][C:25]([CH3:28])([CH3:27])[CH3:26])[CH3:21])=[CH:14][C:13]=1[F:30])=[O:11].[CH2:31](I)[CH3:32]>>[CH2:31]([O:8][C:6]1[CH:7]=[CH:2][C:3]2[N:9]=[C:10]([C:12]3[N:17]=[CH:16][C:15]([O:18][CH2:19][C@@H:20]([NH:22][C:23](=[O:29])[O:24][C:25]([CH3:28])([CH3:26])[CH3:27])[CH3:21])=[CH:14][C:13]=3[F:30])[O:11][C:4]=2[CH:5]=1)[CH3:32]. Reported procedure: Using tert-butyl [(1S)-2-({6-[(2,4-dihydroxyphenyl)carbamoyl]-5-fluoropyridin-3-yl}oxy)-1-methylethyl]carbamate and ethyl iodide, and in the same manner as in Example 2, steps D-E, the title compound was obtained. Reactants: CN(C=O)C (dimethylformamide), C(C(=O)Cl)(=O)Cl (oxalyl chloride), ClC1=C(C=CC(=C1Cl)OC)CC(=O)O (2,3-dichloro-4-methoxyphenylacetic acid). Run in ClCCl (dichloromethane). The product is ClC1=C(C=CC(=C1Cl)OC)CC(=O)Cl (2,3-Dichloro-4-methoxyphenylacetyl chloride). Reaction SMILES: CN(C)C=O.[C:6](Cl)(=O)[C:7]([Cl:9])=[O:8].[Cl:12][C:13]1[C:18]([Cl:19])=[C:17]([O:20][CH3:21])[CH:16]=[CH:15][C:14]=1CC(O)=O>ClCCl>[Cl:12][C:13]1[C:18]([Cl:19])=[C:17]([O:20][CH3:21])[CH:16]=[CH:15][C:14]=1[CH2:6][C:7]([Cl:9])=[O:8]. Procedure details: 0.5 ml of dimethylformamide and 60.9 g (0.48 mol) of oxalyl chloride were added to a solution of 37.3 g (0.16 mol) of 2,3-dichloro-4-methoxyphenylacetic acid in 0.5 l of dichloromethane. After evolution of gas had ceased (about 2 hours), the mixture was concentrated. The crude product was reacted further in the next step without any purification. Yield: quantitative. The yield is 40.2%. Reaction SMILES: C(OCC)(=O)[CH2:2][C:3]([O:5]CC)=[O:4].[H-].[Na+].Cl[CH2:15][C:16]1[N:17]=[C:18]([C:22]2[CH:27]=[CH:26][CH:25]=[CH:24][CH:23]=2)[O:19][C:20]=1[CH3:21].Cl>O1CCCC1.C(O)(=O)C.O>[CH3:21][C:20]1[O:19][C:18]([C:22]2[CH:27]=[CH:26][CH:25]=[CH:24][CH:23]=2)=[N:17][C:16]=1[CH2:15][CH2:2][C:3]([OH:5])=[O:4] |f:1.2|. Run in O (Water), C(C)(=O)O (acetic acid), O1CCCC1 (tetrahydrofuran), O1CCCC1 (tetrahydrofuran). Conditions: time 30 minute. The reactants are Cl (hydrochloric acid), C(CC(=O)OCC)(=O)OCC (diethyl malonate), [H-].[Na+] (sodium hydride), ClCC=1N=C(OC1C)C1=CC=CC=C1 (4-chloromethyl-5-methyl-2-phenyloxazole). Product: CC1=C(N=C(O1)C1=CC=CC=C1)CCC(=O)O (3-(5-methyl-2-phenyl-4-oxazolyl)propionic acid). Procedure: To a mixture of diethyl malonate (115.8 g) and tetrahydrofuran (300 mL) was added sodium hydride (60%, oil, 24.12 g) under ice-cooling. After stirring the mixture at room temperature for 30 min., a solution (100 mL) of 4-chloromethyl-5-methyl-2-phenyloxazole (50.0 g) in tetrahydrofuran was added to the reaction mixture under ice-cooling, and the mixture was heated under reflux for 1 hr. Water was added to the reaction mixture, and the mixture was concentrated. Ethyl acetate was added to the resi...